From a dataset of the Open Reaction Database (ORD), a public repository of structured organic reaction records. describe an organic reaction: reactants, conditions, products, and yield The reactants are COC1=NC(=CC(=C1Br)P(C1=CC=CC=C1)C1=CC=CC=C1)OC (2,6-dimethoxy-3-bromo-4-(diphenylphosphino)pyridine), OO (hydrogen peroxide). Run in CC(=O)C (acetone). The product is COC1=NC(=CC(=C1Br)P(=O)(C1=CC=CC=C1)C1=CC=CC=C1)OC (2,6-dimethoxy-3-bromo-4-(diphenylphosphinoyl)pyridine). Isolated yield 96.0%. As a reaction SMILES: [CH3:1][O:2][C:3]1[C:8]([Br:9])=[C:7]([P:10]([C:17]2[CH:22]=[CH:21][CH:20]=[CH:19][CH:18]=2)[C:11]2[CH:16]=[CH:15][CH:14]=[CH:13][CH:12]=2)[CH:6]=[C:5]([O:23][CH3:24])[N:4]=1.[OH:25]O>CC(C)=O>[CH3:1][O:2][C:3]1[C:8]([Br:9])=[C:7]([P:10]([C:11]2[CH:16]=[CH:15][CH:14]=[CH:13][CH:12]=2)([C:17]2[CH:18]=[CH:19][CH:20]=[CH:21][CH:22]=2)=[O:25])[CH:6]=[C:5]([O:23][CH3:24])[N:4]=1. Reported procedure: A round bottom flask with a magnetic stirring bar was charged with 2,6-dimethoxy-3-bromo-4-(diphenylphosphino)pyridine (4.96 g) and 50 mL acetone. To this solution was slowly added approximately 35% hydrogen peroxide (33.9 mL). The reaction was monitored by thin-layer chromatography. The product was extracted with 3×20 mL dichloromethane. The combined extract was dried with anhydrous magnesium sulfate and was concentrated in vaccuo to give a crude product which was purified by column chromatogra... Reactants: [Br-], CC[N+](CC)(CC)CCCBr, Cc1ccncc1, CN(C)C=O. Product: [Br-], [Br-], CC[N+](CC)(CC)CCC[n+]1ccc(C)cc1. RXN SMILES: [Br-:8].[Br:9][CH2:10][CH2:11][CH2:12][N+:13]([CH2:14][CH3:15])([CH2:16][CH3:17])[CH2:18][CH3:19].[CH3:1][c:2]1[cH:3][cH:4][n:5][cH:6][cH:7]1.[O:20]=[CH:21][N:22]([CH3:23])[CH3:24]>>[Br-:8].[Br-:9].[CH3:1][c:2]1[cH:3][cH:4][n+:5]([CH2:10][CH2:11][CH2:12][N+:13]([CH2:14][CH3:15])([CH2:16][CH3:17])[CH2:18][CH3:19])[cH:6][cH:7]1. Starting materials: Cc1c(C(=O)O)oc2ccccc12, COc1ccc(N)cc1C. The reagents and catalysts are CCN=C=NCCCN(C)C.Cl (EDC-HCl), CCN(C(C)C)C(C)C (DIPEA), C1(=C(C(=C(C(=C1F)F)F)F)F)O (Pentafluorophenol). Run in CN(C)C=O (DMF), CN(C)C=O (DMF), CN(C)C=O (DMF), CN(C)C=O (DMF), CN(C)C=O (DMF), CN(C)C=O (DMF). Run at temperature 25 celsius, time 2 hour. Product: COc1ccc(NC(=O)c2oc3ccccc3c2C)cc1C. The yield is 71.7%. Reaction SMILES: COc1ccc(N)cc1C.Cc1c(C(=O)O)oc2ccccc12.CCN=C=NCCCN(C)C.Cl.C1(=C(C(=C(C(=C1F)F)F)F)F)O.CCN(C(C)C)C(C)C.CN(C)C=O>>COc1ccc(NC(=O)c2oc3ccccc3c2C)cc1C. Reaction SMILES: [Cl:1][C:2]1[C:7]([Cl:8])=[C:6]([O:9][CH3:10])[CH:5]=[CH:4][C:3]=1[CH:11]([CH3:22])[C:12]([C:14]1[CH:15]=[CH:16][C:17](=[O:21])[N:18]([CH3:20])[CH:19]=1)=[O:13].[F:23][C:24]([Si](C)(C)C)([F:26])[F:25].[F-].C[N+](C)(C)C>>[Cl:1][C:2]1[C:7]([Cl:8])=[C:6]([O:9][CH3:10])[CH:5]=[CH:4][C:3]=1[CH:11]([CH3:22])[C:12]([C:14]1[CH:15]=[CH:16][C:17](=[O:21])[N:18]([CH3:20])[CH:19]=1)([OH:13])[C:24]([F:26])([F:25])[F:23] |f:2.3|. The reactants are ClC1=C(C=CC(=C1Cl)OC)C(C(=O)C=1C=CC(N(C1)C)=O)C (5-[2-(2,3-dichloro-4-methoxy-phenyl)-propionyl]-1-methyl-1H-pyridin-2-one), FC(F)(F)[Si](C)(C)C ((trifluoromethyl)trimethylsilane), [F-].C[N+](C)(C)C (tetramethylammonium fluoride). Procedure: In analogy to Example 165, step 3, 5-[2-(2,3-dichloro-4-methoxy-phenyl)-propionyl]-1-methyl-1H-pyridin-2-one was reacted with (trifluoromethyl)trimethylsilane and tetramethylammonium fluoride to give the title compound as a colorless solid. MS (m/e, ISP neg. ion.)=408.2 [M−H+]. The product is ClC1=C(C=CC(=C1Cl)OC)C(C(C(F)(F)F)(O)C=1C=CC(N(C1)C)=O)C (5-[2-(2,3-Dichloro-4-methoxy-phenyl)-1-hydroxy-1-trifluoromethyl-propyl]-1-methyl-1H-pyridin-2-one). Starting materials: O\N=C\C=1N2C=CC=C2C(=CC1)C(=O)OC ((E)-methyl 5-((hydroxyimino)methyl)indolizine-8-carboxylate), ClC1=C(C(=CC(=C1)C(=C)C(F)(F)F)Cl)Cl (1,2,3-trichloro-5-(3,3,3-trifluoroprop-1-en-2-yl)benzene). Run in C1CCOC1 (THF), C1CCOC1 (THF). Conditions: temperature 68 celsius. The product is ClC=1C=C(C=C(C1Cl)Cl)C1(CC(=NO1)C=1N2C=CC=C2C(=CC1)C(=O)OC)C(F)(F)F (methyl 5-(5-(3,4,5-trichlorophenyl)-5-(trifluoromethyl)-4,5-dihydroisoxazol-3-yl)indolizine-8-carboxylate). The yield is 10.4%. Reaction SMILES: [OH:1]/[N:2]=[CH:3]/[C:4]1[N:5]2[C:9]([C:10]([C:13]([O:15][CH3:16])=[O:14])=[CH:11][CH:12]=1)=[CH:8][CH:7]=[CH:6]2.[Cl:17][C:18]1[CH:23]=[C:22]([C:24]([C:26]([F:29])([F:28])[F:27])=[CH2:25])[CH:21]=[C:20]([Cl:30])[C:19]=1[Cl:31]>C1COCC1>[Cl:17][C:18]1[CH:23]=[C:22]([C:24]2([C:26]([F:29])([F:28])[F:27])[O:1][N:2]=[C:3]([C:4]3[N:5]4[C:9]([C:10]([C:13]([O:15][CH3:16])=[O:14])=[CH:11][CH:12]=3)=[CH:8][CH:7]=[CH:6]4)[CH2:25]2)[CH:21]=[C:20]([Cl:30])[C:19]=1[Cl:31]. Procedure: A solution of crude (E)-methyl 5-((hydroxyimino)methyl)indolizine-8-carboxylate (300 mg, 1.37 mmol) in THF (20 mL) was added to a stirred solution of DIB (882 mg, 2.74 mmol) and 1,2,3-trichloro-5-(3,3,3-trifluoroprop-1-en-2-yl)benzene (750 mg, 2.74 mmol) in THF (15 mL) at rt. The mixture was heated at 68° C. for 2 h. The solvent was removed under reduced pressure and the crude product was purified by prep-TLC and then Combiflash to give methyl 5-(5-(3,4,5-trichlorophenyl)-5-(trifluoromethyl)-4,5... Reactants: ( i ), Cl.C1C(CCC2=CC=CC=C12)NCC(COC1=C2C=C(NC2=CC=C1)CC)O (N-(1,2,3,4-tetrahydronaphth-2-yl)-2-hydroxy-3-(2-ethylindol-4-yloxy)propanamine hydrochloride). RXN SMILES: Cl.[CH2:2]1[C:11]2[C:6](=[CH:7][CH:8]=[CH:9][CH:10]=2)[CH2:5][CH2:4][CH:3]1[NH:12]CC(O)COC1C=CC=C2C=1C=C(CC)N2>C(O)C>[NH2:12][CH:3]1[CH2:4][CH2:5][C:6]2[C:11](=[CH:10][CH:9]=[CH:8][CH:7]=2)[CH2:2]1 |f:0.1|. Procedure: Following the procedure described in Example 27, but starting from 2-ethyl-4-(2,3-epoxypropoxy)indole (10 g), obtained from 2-ethyl-4-hydroxyindole and epichlorohydrin according to the method described in Swiss Patent 527,188, and 2-aminotetralin (7.95 g) in ethanol (90 ml), N-(1,2,3,4-tetrahydronaphth-2-yl)-2-hydroxy-3-(2-ethylindol-4-yloxy)propanamine hydrochloride is obtained ((i): R=H, Ar=radical 17 wherein Z is ethyl, and the chain is attached to position 2 of the tetralin moiety). The product is NC1CC2=CC=CC=C2CC1 (2-aminotetralin). Solvent: C(C)O (ethanol). Reactants: C(=O)(O)[O-].[Na+] (NaHCO3), SC=1C=C(C=CC1)CO ((3-mercaptophenyl)methanol), BrC=1C=CC(=NC1)C#N (5-bromopicolinonitrile). The solvent is CN(C)C=O (DMF), C(C)(=O)OCC (ethyl acetate). Product: OCC=1C=C(C=CC1)SC=1C=CC(=NC1)C#N (5-(3-(Hydroxymethyl)phenylthio)picolinonitrile). Isolated yield 58.5%. RXN SMILES: C([O-])(O)=O.[Na+].[SH:6][C:7]1[CH:8]=[C:9]([CH2:13][OH:14])[CH:10]=[CH:11][CH:12]=1.Br[C:16]1[CH:17]=[CH:18][C:19]([C:22]#[N:23])=[N:20][CH:21]=1>CN(C=O)C.C(OCC)(=O)C>[OH:14][CH2:13][C:9]1[CH:8]=[C:7]([S:6][C:16]2[CH:17]=[CH:18][C:19]([C:22]#[N:23])=[N:20][CH:21]=2)[CH:12]=[CH:11][CH:10]=1 |f:0.1|. Procedure: Add NaHCO3 (12.0 g, 143 mmol) to a solution of (3-mercaptophenyl)methanol (10.0 g, 71.3 mmol) and 5-bromopicolinonitrile (13.0 g, 71.3 mmol) in DMF. Heat the mixture overnight. Dilute with ethyl acetate. Wash the mixture with water. Dry, filter and concentrate to afford the title compound (10.1 g, 59%) (Solidifies after standing). MS (APCI-pos) m/z (rel intensity): 243 (M+H, 100%). Reactants: Grignard reagent, C1(=CC=CC=C1)CCBr (2-phenylbromoethane), [Mg] (magnesium), CCOCC (ether), CC(C#N)(C)C1=CC(=CC(=C1)OC)OC (2-methyl-2-(3,5-dimethoxyphenyl)propionitrile), CCOCC (ether). Product: CC(C)(C(CCC1=CC=CC=C1)=O)C1=CC(=CC(=C1)OC)OC (2-methyl-2-(3,5-dimethoxyphenyl)-5-phenyl-3-pentanone). RXN SMILES: [C:1]1([CH2:7][CH2:8]Br)[CH:6]=[CH:5][CH:4]=[CH:3][CH:2]=1.[Mg].[CH3:11][C:12]([C:16]1[CH:21]=[C:20]([O:22][CH3:23])[CH:19]=[C:18]([O:24][CH3:25])[CH:17]=1)([CH3:15])[C:13]#N.CC[O:28]CC>>[CH3:15][C:12]([C:16]1[CH:21]=[C:20]([O:22][CH3:23])[CH:19]=[C:18]([O:24][CH3:25])[CH:17]=1)([C:13](=[O:28])[CH2:8][CH2:7][C:1]1[CH:6]=[CH:5][CH:4]=[CH:3][CH:2]=1)[CH3:11]. Reported procedure: To a solution of the Grignard reagent prepared from 2-phenylbromoethane (5.5 g.), magnesium (0.8 g.) and dry ether (60 ml.) is added a solution of 2-methyl-2-(3,5-dimethoxyphenyl)propionitrile (2.75 g.) in dry ether (20 ml.). The ether is distilled off and replaced by dry benzene (50 ml.) and the mixture refluxed for 48 hours. It is then decomposed by careful treatment with dilute sulfuric acid and heated on a steam bath for one hour. The mixture is then extracted with ether, the extract dried (... Starting materials: C1(CC1)C1=C(C(=CC=C1)CC)C(O)C=1N=CN(C1)C(C1=CC=CC=C1)(C1=CC=CC=C1)C1=CC=CC=C1 (rac-(2-cyclopropyl-6-ethyl-phenyl)-(1-trityl-1H-imidazol-4-yl)-methanol), C(C)[SiH](CC)CC (triethylsilane), FC(C(=O)O)(F)F (trifluoroacetic acid). Solvent: ClCCl (dichloromethane). Product: C1(CC1)C1=C(CC=2N=CNC2)C(=CC=C1)CC (4-(2-Cyclopropyl-6-ethyl-benzyl)-1H-imidazole). Reaction SMILES: [CH:1]1([C:4]2[CH:9]=[CH:8][CH:7]=[C:6]([CH2:10][CH3:11])[C:5]=2[CH:12]([C:14]2[N:15]=[CH:16][N:17](C(C3C=CC=CC=3)(C3C=CC=CC=3)C3C=CC=CC=3)[CH:18]=2)O)[CH2:3][CH2:2]1.C([SiH](CC)CC)C.FC(F)(F)C(O)=O>ClCCl>[CH:1]1([C:4]2[CH:9]=[CH:8][CH:7]=[C:6]([CH2:10][CH3:11])[C:5]=2[CH2:12][C:14]2[N:15]=[CH:16][NH:17][CH:18]=2)[CH2:2][CH2:3]1. Procedure details: Prepared in analogy to Example 57(e) from rac-(2-cyclopropyl-6-ethyl-phenyl)-(1-trityl-1H-imidazol-4-yl)-methanol, triethylsilane and trifluoroacetic acid in dichloromethane. Off-white crystalline solid. MS (ISP): 227.4 ([M+H]+).